Dataset: the Open Reaction Database (ORD), a public repository of structured organic reaction records. Task: describe an organic reaction: reactants, conditions, products, and yield Reactants: ClC=1C=C(C2=C(N1)N(N=C2)C(C)C)C(=O)NCC=2C(NC(=CC2C)C)=O (6-chloro-N-[(4,6-dimethyl-2-oxo-1,2-dihydro-3-pyridinyl)methyl]-1-(1-methylethyl)-1H-pyrazolo[3,4-b]pyridine-4-carboxamide), N1N=NC2=C1C=CC(=C2)B(O)O (1H-1,2,3-benzotriazol-5-ylboronic acid), C([O-])([O-])=O.[Na+].[Na+] (sodium carbonate). Reagents/catalysts: Cl[Pd]([P](C1=CC=CC=C1)(C2=CC=CC=C2)C3=CC=CC=C3)([P](C4=CC=CC=C4)(C5=CC=CC=C5)C6=CC=CC=C6)Cl (bis(triphenylphosphine)palladium(II) chloride). The solvent is CS(=O)C (DMSO). Product: N1N=NC2=C1C=CC(=C2)C=2C=C(C1=C(N2)N(N=C1)C(C)C)C(=O)NCC=1C(NC(=CC1C)C)=O (6-(1H-1,2,3-Benzotriazol-5-yl)-N-[(4,6-dimethyl-2-oxo-1,2-dihydro-3-pyridinyl)methyl]-1-(1-methylethyl)-1H-pyrazolo[3,4-b]pyridine-4-carboxamide). As a reaction SMILES: Cl[C:2]1[CH:3]=[C:4]([C:14]([NH:16][CH2:17][C:18]2[C:19](=[O:26])[NH:20][C:21]([CH3:25])=[CH:22][C:23]=2[CH3:24])=[O:15])[C:5]2[CH:10]=[N:9][N:8]([CH:11]([CH3:13])[CH3:12])[C:6]=2[N:7]=1.[NH:27]1[C:31]2[CH:32]=[CH:33][C:34](B(O)O)=[CH:35][C:30]=2[N:29]=[N:28]1.C(=O)([O-])[O-].[Na+].[Na+]>Cl[Pd](Cl)([P](C1C=CC=CC=1)(C1C=CC=CC=1)C1C=CC=CC=1)[P](C1C=CC=CC=1)(C1C=CC=CC=1)C1C=CC=CC=1.CS(C)=O>[NH:27]1[C:31]2[CH:32]=[CH:33][C:34]([C:2]3[CH:3]=[C:4]([C:14]([NH:16][CH2:17][C:18]4[C:19](=[O:26])[NH:20][C:21]([CH3:25])=[CH:22][C:23]=4[CH3:24])=[O:15])[C:5]4[CH:10]=[N:9][N:8]([CH:11]([CH3:13])[CH3:12])[C:6]=4[N:7]=3)=[CH:35][C:30]=2[N:29]=[N:28]1 |f:2.3.4,^1:47,66|. Procedure details: The title compound was prepared in the same manner as described in example 74 using 6-chloro-N-[(4,6-dimethyl-2-oxo-1,2-dihydro-3-pyridinyl)methyl]-1-(1-methylethyl)-1H-pyrazolo[3,4-b]pyridine-4-carboxamide (70 mg, 0.187 mmol), 1H-1,2,3-benzotriazol-5-ylboronic acid (39.7 mg, 0.243 mmol), DMSO (2 mL), sodium carbonate (0.281 mL, 0.562 mmol) and bis(triphenylphosphine)palladium(II) chloride (10.51 mg, 0.015 mmol). The final product was collected as 22 mg (26%). LCMS E-S (M+H)=457.1 1H NMR (400 MH... Reactants: C(C)(C)(C)OC(NCCCCNC(C)C=1SC=CN1)=O ([4-(1-thiazol-2-yl-ethylamino)-butyl]-carbamic acid tert-butyl ester), CC=1C(=NC=CC1)C=O (3-methyl-2-pyridine carbaldehyde), [BH-](OC(=O)C)(OC(=O)C)OC(=O)C.[Na+] (NaBH(OAc)3). The solvent is C(Cl)Cl (CH2Cl2). Yields the product C(C)(C)(C)OC(NCCCCN(C(C)C=1SC=CN1)CC1=NC=CC=C1C)=O ({4-[(3-methyl-pyridin-2-ylmethyl)-(1-thiazol-2-yl-ethyl)-amino]-butyl}-carbamic acid tert-butyl ester). As a reaction SMILES: [C:1]([O:5][C:6](=[O:20])[NH:7][CH2:8][CH2:9][CH2:10][CH2:11][NH:12][CH:13]([C:15]1[S:16][CH:17]=[CH:18][N:19]=1)[CH3:14])([CH3:4])([CH3:3])[CH3:2].[CH3:21][C:22]1[C:23]([CH:28]=O)=[N:24][CH:25]=[CH:26][CH:27]=1.[BH-](OC(C)=O)(OC(C)=O)OC(C)=O.[Na+]>C(Cl)Cl>[C:1]([O:5][C:6](=[O:20])[NH:7][CH2:8][CH2:9][CH2:10][CH2:11][N:12]([CH2:28][C:23]1[C:22]([CH3:21])=[CH:27][CH:26]=[CH:25][N:24]=1)[CH:13]([C:15]1[S:16][CH:17]=[CH:18][N:19]=1)[CH3:14])([CH3:2])([CH3:3])[CH3:4] |f:2.3|. Procedure: Using General Procedure B: Reaction of [4-(1-thiazol-2-yl-ethylamino)-butyl]-carbamic acid tert-butyl ester and 3-methyl-2-pyridine carbaldehyde in CH2Cl2 with NaBH(OAc)3 gave {4-[(3-methyl-pyridin-2-ylmethyl)-(1-thiazol-2-yl-ethyl)-amino]-butyl}-carbamic acid tert-butyl ester as an oil. 1H NMR (CDCl3) δ 1.25-1.41 (m, 2H), 1.43 (s, 9H), 1.45-1.53 (m, 2H), 1.55 (d, 3H, J=Hz), 2.47-2.52 (m, 5H), 2.98-3.04 (m, 2H), 3.83 (d, 1H, J=Hz), 4.00 (d, 1H, J=Hz), 4.11 (q, 1H, J=Hz), 4.53 (bs, 1H), 7.10 (dd,... Starting materials: FC(CCC(CC(=O)O)CC1=CC(=CC=C1)OC)(F)F (6,6,6-Trifluoro-3-{[3-(methyloxy)phenyl]methyl}hexanoic acid), C(C(=O)Cl)(=O)Cl (oxalyl chloride), [Al+3].[Cl-].[Cl-].[Cl-] (AlCl3). Product: COC=1C=C2CC(CC(C2=CC1)=O)CCC(F)(F)F (6-(Methyloxy)-3-(3,3,3-trifluoropropyl)-3,4-dihydro-1(2H)-naphthalenone). Isolated yield 73.0%. As a reaction SMILES: [F:1][C:2]([F:20])([F:19])[CH2:3][CH2:4][CH:5]([CH2:10][C:11]1[CH:16]=[CH:15][CH:14]=[C:13]([O:17][CH3:18])[CH:12]=1)[CH2:6][C:7]([OH:9])=O.C(Cl)(=O)C(Cl)=O.[Al+3].[Cl-].[Cl-].[Cl-]>>[CH3:18][O:17][C:13]1[CH:12]=[C:11]2[C:16](=[CH:15][CH:14]=1)[C:7](=[O:9])[CH2:6][CH:5]([CH2:4][CH2:3][C:2]([F:1])([F:20])[F:19])[CH2:10]2 |f:2.3.4.5|. Procedure details: 6,6,6-Trifluoro-3-{[3-(methyloxy)phenyl]methyl}hexanoic acid (120) (1.56 g, 5.38 mmol) was treated with oxalyl chloride followed by AlCl3 in CH2Cl to give 1.07 g (73%) of the title compound (121) as pale yellow solid. 1H NMR (400 MHz, CDCl3): δ 1.65-1.75 (m, 2H), 2.10-2.35 (m, 4H), 2.65-2.80 (m, 2H), 2.90-3.05 (m, 1H), 3.85 (s, 3H), 6.70 (d, J=2.4 Hz, 1H), 6.84 (dd, J1=8.8 Hz, J2=2.5 Hz, 1H), 7.99 (d, J=8.8 Hz, 1H). LCMS (ESI): m/z 273 (M+H)+. Yield: 82.0%. The reactants are C1=C(C=CC=2C3=CC=CC=C3CC12)C1=CC2=C([C@]3(CCC(N[C@@H]3CC2)=O)C)C=C1 ((+)-(4aR)-(10bR)-8-(2-fluorenyl)-10b-methyl-1,2,3,4,4a,5,6,10b-octahydrobenzo[f]quinolin-3-one), C(C)(C)(C)O (t-butanol), CC(C)([O-])C.[K+] (potassium t-butoxide), CI (Methyl iodide). Run at time 4 hour. Run in C(C)(=O)OCC (ethyl acetate). Product: CN1C(CC[C@@]2(C3=C(CC[C@@H]12)C=C(C=C3)C3=CC=1CC2=CC=CC=C2C1C=C3)C)=O ((+)-(4aR)-(10bR)-4-methyl-8-(2-fluorenyl)-10b-methyl-1,2,3,4,4a, 5,6,10b-octahydrobenzo[f]quinolin-3-one). RXN SMILES: [CH:1]1[C:13]2[CH2:12][C:11]3[C:6](=[CH:7][CH:8]=[CH:9][CH:10]=3)[C:5]=2[CH:4]=[CH:3][C:2]=1[C:14]1[CH:29]=[CH:28][C:17]2[C@:18]3([CH3:27])[C@@H:23]([CH2:24][CH2:25][C:16]=2[CH:15]=1)[NH:22][C:21](=[O:26])[CH2:20][CH2:19]3.[C:30](O)(C)(C)C.CC(C)([O-])C.[K+].CI>C(OCC)(=O)C>[CH3:30][N:22]1[C@H:23]2[C@@:18]([CH3:27])([C:17]3[CH:28]=[CH:29][C:14]([C:2]4[CH:3]=[CH:4][C:5]5[C:6]6[C:11](=[CH:10][CH:9]=[CH:8][CH:7]=6)[CH2:12][C:13]=5[CH:1]=4)=[CH:15][C:16]=3[CH2:25][CH2:24]2)[CH2:19][CH2:20][C:21]1=[O:26] |f:2.3|. Procedure details: A 15 mL round bottom flask was charged with (+)-(4aR)-(10bR)-8-(2-fluorenyl)-10b-methyl-1,2,3,4,4a,5,6,10b-octahydrobenzo[f]quinolin-3-one (31 mg, 0.08 mmol), 0.2 mL of t-butanol, and potassium t-butoxide (27 mg, 0.24 mmol). Methyl iodide (0.015 mL, 0.24 mmol) was added and the mixture was stirred at room temperature for 4 h. The mixture was diluted with ethyl acetate, and purified by silica gel chromatography ethyl acetate eluent/ to give 26 mg (82%) of the title compound as an off-white solid.... Reactants: C1CCOC1, CCOCC, O=C(Cl)c1cccc(Cl)c1, CC(O)C(N)=NO. The product is CC(O)C(N)=NOC(=O)c1cccc(Cl)c1. Reaction SMILES: [CH2:23]1[O:24][CH2:25][CH2:26][CH2:27]1.[CH3:18][CH2:19][O:20][CH2:21][CH3:22].[Cl:8][c:9]1[cH:10][c:11]([C:12](=[O:13])[Cl:14])[cH:15][cH:16][cH:17]1.[OH:1][N:2]=[C:3]([CH:4]([CH3:5])[OH:6])[NH2:7]>>[O:1]([N:2]=[C:3]([CH:4]([CH3:5])[OH:6])[NH2:7])[C:12]([c:11]1[cH:10][c:9]([Cl:8])[cH:17][cH:16][cH:15]1)=[O:13]. Reactants: N1C=NC=C1 (imidazole), ClC=1N=NC(=CC1)Cl (3,6-dichloropyridazine), C(=O)([O-])[O-].[K+].[K+] (K2CO3). Solvent: CN(C)C=O (DMF). The product is ClC=1N=NC(=CC1)N1C=NC=C1 (3-chloro-6-(imidazol-1-yl)pyridazine). The yield is 83.1%. As a reaction SMILES: [NH:1]1[CH:5]=[CH:4][N:3]=[CH:2]1.[Cl:6][C:7]1[N:8]=[N:9][C:10](Cl)=[CH:11][CH:12]=1.C([O-])([O-])=O.[K+].[K+]>CN(C=O)C>[Cl:6][C:7]1[N:8]=[N:9][C:10]([N:1]2[CH:5]=[CH:4][N:3]=[CH:2]2)=[CH:11][CH:12]=1 |f:2.3.4|. Procedure details: A mixture of imidazole (0.613 g, 8 mmol) and 3,6-dichloropyridazine (1.55 g, 10 mmol), K2CO3 (4.15 g) and DMF (15 mL) was heated at 70–80° C. overnight. After removal of DMF in vacuo, the residual solid was dissolved in CH2Cl2 (50 mL), washed with 1N Na2CO3 aq. solution, and dried (MgSO4). Separation using column chromatography (CH2Cl2/methanol 100:1) afforded 3-chloro-6-(imidazol-1-yl)pyridazine (1.2 g) as a white solid.